Dataset: the Open Reaction Database (ORD), a public repository of structured organic reaction records. Task: describe an organic reaction: reactants, conditions, products, and yield Reactants: CCCCCC1CCC(C=O)CC1, COC[P+](c1ccccc1)(c1ccccc1)c1ccccc1, [Cl-], Cl. Yields the product CCCCCC1CCC(CC=O)CC1. Reaction SMILES: [CH2:1]([CH2:2][CH2:3][CH2:4][CH3:5])[CH:6]1[CH2:7][CH2:8][CH:9]([CH:12]=[O:13])[CH2:10][CH2:11]1.[CH3:15][O:16][CH2:17][P+:18]([c:19]1[cH:20][cH:21][cH:22][cH:23][cH:24]1)([c:25]1[cH:26][cH:27][cH:28][cH:29][cH:30]1)[c:31]1[cH:32][cH:33][cH:34][cH:35][cH:36]1.[Cl-:14].[ClH:37]>>[CH2:1]([CH2:2][CH2:3][CH2:4][CH3:5])[CH:6]1[CH2:7][CH2:8][CH:9]([CH2:12][CH:15]=[O:16])[CH2:10][CH2:11]1. The reactants are FC1=CC=C(C=C1)N1N=CC2=CC(=CC=C12)O[C@H]([C@@H](C)N)C1=CC=CC=C1 ((1S,2R)-1-{[1-(4-fluorophenyl)-1H-indazol-5-yl]oxy}-1-phenylpropan-2-amine), ClC(C(=O)Cl)(Cl)Cl (trichloroacetyl chloride). Yields the product ClC(C(=O)N[C@H]([C@@H](C1=CC=CC=C1)OC=1C=C2C=NN(C2=CC1)C1=CC=C(C=C1)F)C)(Cl)Cl (2,2,2-Trichloro-N-[(1R,2S)-1-[1-(4-fluorophenyl)indazol-5-yl]oxy-1-phenyl-propan-2-yl]acetamide). Reaction SMILES: [F:1][C:2]1[CH:7]=[CH:6][C:5]([N:8]2[C:16]3[C:11](=[CH:12][C:13]([O:17][C@@H:18]([C:22]4[CH:27]=[CH:26][CH:25]=[CH:24][CH:23]=4)[C@H:19]([NH2:21])[CH3:20])=[CH:14][CH:15]=3)[CH:10]=[N:9]2)=[CH:4][CH:3]=1.[Cl:28][C:29]([Cl:34])([Cl:33])[C:30](Cl)=[O:31]>>[Cl:28][C:29]([Cl:34])([Cl:33])[C:30]([NH:21][C@@H:19]([CH3:20])[C@H:18]([O:17][C:13]1[CH:12]=[C:11]2[C:16](=[CH:15][CH:14]=1)[N:8]([C:5]1[CH:4]=[CH:3][C:2]([F:1])=[CH:7][CH:6]=1)[N:9]=[CH:10]2)[C:22]1[CH:23]=[CH:24][CH:25]=[CH:26][CH:27]=1)=[O:31]. Procedure: Prepared as described in Example 1 using (1S,2R)-1-{[1-(4-fluorophenyl)-1H-indazol-5-yl]oxy}-1-phenylpropan-2-amine (1a, 18 mg, 50 μmol) and trichloroacetyl chloride (27 mg, 150 μmol). Yield 21 mg (84%). The reactants are CC(=O)O[BH-](OC(C)=O)OC(C)=O, CCCCc1ccc(C=O)cc1, COC(=O)c1ccc(CCCN)s1, CC(=O)O, CO, CCOC(C)=O, Cl, [Na+], [Na+], [Na+], O=S(=O)([O-])[O-]. Yields the product CCCCc1ccc(CNCCCc2ccc(C(=O)OC)s2)cc1. As a reaction SMILES: [C:38]([O:39][BH-:40]([O:41][C:42](=[O:43])[CH3:44])[O:45][C:46](=[O:47])[CH3:48])(=[O:49])[CH3:50].[CH2:1]([CH2:2][CH2:3][CH3:4])[c:5]1[cH:6][cH:7][c:8]([CH:9]=[O:10])[cH:11][cH:12]1.[CH3:14][O:15][C:16](=[O:17])[c:18]1[s:19][c:20]([CH2:23][CH2:24][CH2:25][NH2:26])[cH:21][cH:22]1.[CH3:34][C:35](=[O:36])[OH:37].[CH3:52][OH:53].[CH3:54][CH2:55][O:56][C:57]([CH3:58])=[O:59].[ClH:13].[Na+:27].[Na+:28].[Na+:51].[O-:29][S:30]([O-:31])(=[O:32])=[O:33]>>[CH2:1]([CH2:2][CH2:3][CH3:4])[c:5]1[cH:6][cH:7][c:8]([CH2:9][NH:26][CH2:25][CH2:24][CH2:23][c:20]2[s:19][c:18]([C:16]([O:15][CH3:14])=[O:17])[cH:22][cH:21]2)[cH:11][cH:12]1.